From a dataset of the Open Reaction Database (ORD), a public repository of structured organic reaction records. describe an organic reaction: reactants, conditions, products, and yield The product is COc1cc(C)cc(C)c1-c1cccc2c(N(CC3CC3)C3CC3)c(SC)nn12. Reaction SMILES: [C:27]([BH3-:28])#[N:29].[CH2:36]([O:37][C:39]1([O:38][Si:42]([CH3:43])([CH3:44])[CH3:45])[CH2:40][CH2:41]1)[CH3:46].[CH3:47][OH:48].[CH3:49][C:50](=[O:51])[OH:52].[CH:1]1([CH2:4][NH:5][c:6]2[c:7]([S:25][CH3:26])[n:8][n:9]3[c:10]2[cH:11][cH:12][cH:13][c:14]3-[c:15]2[c:16]([O:23][CH3:24])[cH:17][c:18]([CH3:22])[cH:19][c:20]2[CH3:21])[CH2:2][CH2:3]1.[Na+:30].[Na+:31].[OH:32][C:33](=[O:34])[O-:35]>>[CH:1]1([CH2:4][N:5]([c:6]2[c:7]([S:25][CH3:26])[n:8][n:9]3[c:10]2[cH:11][cH:12][cH:13][c:14]3-[c:15]2[c:16]([O:23][CH3:24])[cH:17][c:18]([CH3:22])[cH:19][c:20]2[CH3:21])[CH:39]2[CH2:40][CH2:41]2)[CH2:2][CH2:3]1. Reactants: [BH3-]C#N, CCOC1(O[Si](C)(C)C)CC1, CO, CC(=O)O, COc1cc(C)cc(C)c1-c1cccc2c(NCC3CC3)c(SC)nn12, [Na+], [Na+], O=C([O-])O. Starting materials: ClC1=CC=2N=C(N=C(C2S1)C(=O)C=1SC=CC1)NCC=1C=NC=CC1 ({6-Chloro-2-[(pyridin-3-ylmethyl)-amino]-thieno[3,2-d]pyrimidin-4-yl}-thiophen-2-yl-methanone), COC=1C=C(CN)C=CC1OC (3,4-dimethoxybenzylamine). Run in FC(C(=O)O)(F)F (trifluoroacetic acid), C(C)OC(C)=O (ethylacetate), CC(=O)N(C)C (dimethylacetamide). Reaction conditions: temperature 170 celsius, time 48 hour. Yields the product NC1=CC=2N=C(N=C(C2S1)C(=O)C=1SC=CC1)NCC=1C=NC=CC1 ({6-Amino-2-[(pyridin-3-ylmethyl)-amino]-thieno[3,2-d]pyrimidin-4-yl}-thiophen-2-yl-methanone). Isolated yield 9.0%. As a reaction SMILES: Cl[C:2]1[S:10][C:9]2[C:8]([C:11]([C:13]3[S:14][CH:15]=[CH:16][CH:17]=3)=[O:12])=[N:7][C:6]([NH:18][CH2:19][C:20]3[CH:21]=[N:22][CH:23]=[CH:24][CH:25]=3)=[N:5][C:4]=2[CH:3]=1.COC1C=C(C=CC=1OC)C[NH2:32]>CC(N(C)C)=O.FC(F)(F)C(O)=O.C(OC(=O)C)C>[NH2:32][C:2]1[S:10][C:9]2[C:8]([C:11]([C:13]3[S:14][CH:15]=[CH:16][CH:17]=3)=[O:12])=[N:7][C:6]([NH:18][CH2:19][C:20]3[CH:21]=[N:22][CH:23]=[CH:24][CH:25]=3)=[N:5][C:4]=2[CH:3]=1. Reported procedure: A stirred solution of Example 5 (0.055 g, 0.143 mmol) in dimethylacetamide (2 ml) was treated with 3,4-dimethoxybenzylamine (0.22 ml, 1.43 mmol). The solution was heated to 170° C. for 30 min in a microwave reactor. The cooled solution was reduced in vacuo and taken up in neat trifluoroacetic acid (3 ml). The mixture was stirred at 70° C. for 48 h, cooled and reduced in vacuo. The residue was taken up in ethylacetate (25 ml), washed with saturated sodium bicarbonate solution (15 ml), dried over ... Starting materials: C(C)(C)(C)C1=NN(C(N1)=O)C1=NC(=C(C=C1)OC1=NC=NC(=C1)Cl)C (3-(tert-Butyl)-1-(5-((6-chloropyrimidin-4-yl)oxy)-6-methylpyridin-2-yl)-1H-1,2,4-triazol-5(4H)-one), O1CCOCC1 (dioxane), CN1N=CC(=C1)B1OC(C(O1)(C)C)(C)C (1-methyl-4-(4,4,5,5-tetramethyl-1,3,2-dioxaborolan-2-yl)-1H-pyrazole), C(=O)([O-])[O-].[K+].[K+] (K2CO3). The reagents and catalysts are C=1C=CC(=CC1)[P](C=2C=CC=CC2)(C=3C=CC=CC3)[Pd]([P](C=4C=CC=CC4)(C=5C=CC=CC5)C=6C=CC=CC6)([P](C=7C=CC=CC7)(C=8C=CC=CC8)C=9C=CC=CC9)[P](C=1C=CC=CC1)(C=1C=CC=CC1)C=1C=CC=CC1 (Pd(PPh3)4). The solvent is [NH4+].[Cl-] (NH4Cl), O (water). Reaction conditions: temperature 85 celsius, time 16 hour. Product: C(C)(C)(C)C1=NN(C(N1)=O)C1=NC(=C(C=C1)OC1=NC=NC(=C1)C=1C=NN(C1)C)C (3-(tert-butyl)-1-(6-methyl-5-((6-(1-methyl-1H-pyrazol-4-yl)pyrimidin-4-yl)oxy)pyridin-2-yl)-1H-1,2,4-triazol-5(4H)-one). Yield: 48.3%. Reaction SMILES: [C:1]([C:5]1[NH:9][C:8](=[O:10])[N:7]([C:11]2[CH:16]=[CH:15][C:14]([O:17][C:18]3[CH:23]=[C:22](Cl)[N:21]=[CH:20][N:19]=3)=[C:13]([CH3:25])[N:12]=2)[N:6]=1)([CH3:4])([CH3:3])[CH3:2].[CH3:26][N:27]1[CH:31]=[C:30](B2OC(C)(C)C(C)(C)O2)[CH:29]=[N:28]1.C([O-])([O-])=O.[K+].[K+].O1CCOCC1>[NH4+].[Cl-].C1C=CC([P]([Pd]([P](C2C=CC=CC=2)(C2C=CC=CC=2)C2C=CC=CC=2)([P](C2C=CC=CC=2)(C2C=CC=CC=2)C2C=CC=CC=2)[P](C2C=CC=CC=2)(C2C=CC=CC=2)C2C=CC=CC=2)(C2C=CC=CC=2)C2C=CC=CC=2)=CC=1.O>[C:1]([C:5]1[NH:9][C:8](=[O:10])[N:7]([C:11]2[CH:16]=[CH:15][C:14]([O:17][C:18]3[CH:23]=[C:22]([C:30]4[CH:29]=[N:28][N:27]([CH3:26])[CH:31]=4)[N:21]=[CH:20][N:19]=3)=[C:13]([CH3:25])[N:12]=2)[N:6]=1)([CH3:4])([CH3:3])[CH3:2] |f:2.3.4,6.7,^1:58,60,79,98|. Reported procedure: 3-(tert-Butyl)-1-(5-((6-chloropyrimidin-4-yl)oxy)-6-methylpyridin-2-yl)-1H-1,2,4-triazol-5(4H)-one (0.10 g, 0.28 mmol), 1-methyl-4-(4,4,5,5-tetramethyl-1,3,2-dioxaborolan-2-yl)-1H-pyrazole (0.08 g, 0.36 mmol), and K2CO3 (0.10 g, 0.72 mmol) were suspended in a solution of dioxane (2.5 mL) and water (0.50 mL). The suspension was sonicated and sparged with Ar for 10 min. Pd(PPh3)4 (0.032 g, 0.028 mmol) was added and the reaction mixture was stirred at 85° C. for 16 h. The mixture was diluted with s...